From a dataset of the Open Reaction Database (ORD), a public repository of structured organic reaction records. describe an organic reaction: reactants, conditions, products, and yield Reactants: CCO, CC(C)NC(C)C, C1CCC(NCC2CC2)CC1, CNS(=O)(=O)c1ccc(NC(=O)c2cc(Cl)ncn2)c(C)c1. Yields the product CNS(=O)(=O)c1ccc(NC(=O)c2cc(N(CC3CC3)C3CCCCC3)ncn2)c(C)c1. Reaction SMILES: [CH3:41][CH2:42][OH:43].[CH:23]([NH:24][CH:25]([CH3:26])[CH3:27])([CH3:28])[CH3:29].[CH:30]1([CH2:33][NH:34][CH:35]2[CH2:36][CH2:37][CH2:38][CH2:39][CH2:40]2)[CH2:31][CH2:32]1.[Cl:1][c:2]1[cH:3][c:4]([C:8](=[O:9])[NH:10][c:11]2[c:12]([CH3:22])[cH:13][c:14]([S:17]([NH:18][CH3:19])(=[O:20])=[O:21])[cH:15][cH:16]2)[n:5][cH:6][n:7]1>>[c:2]1([N:34]([CH2:33][CH:30]2[CH2:31][CH2:32]2)[CH:35]2[CH2:36][CH2:37][CH2:38][CH2:39][CH2:40]2)[cH:3][c:4]([C:8](=[O:9])[NH:10][c:11]2[c:12]([CH3:22])[cH:13][c:14]([S:17]([NH:18][CH3:19])(=[O:20])=[O:21])[cH:15][cH:16]2)[n:5][cH:6][n:7]1.